From a dataset of the Open Reaction Database (ORD), a public repository of structured organic reaction records. describe an organic reaction: reactants, conditions, products, and yield Starting materials: CS(C)=O, CO, CCN(C(C)C)C(C)C, Cc1cc2nc(NC(=O)c3ccc(OC(F)(F)F)cc3)cc(Cl)n2n1, Cl, CC(=O)NC1CCNCC1, CN(C)C=O. The product is CC(=O)NC1CCN(c2cc(NC(=O)c3ccc(OC(F)(F)F)cc3)nc3cc(C)nn23)CC1. As a reaction SMILES: [CH3:51][S:52]([CH3:53])=[O:54].[CH3:55][OH:56].[CH:37]([N:38]([CH2:39][CH3:40])[CH:41]([CH3:42])[CH3:43])([CH3:44])[CH3:45].[Cl:1][c:2]1[cH:3][c:4]([NH:12][C:13]([c:14]2[cH:15][cH:16][c:17]([O:20][C:21]([F:22])([F:23])[F:24])[cH:18][cH:19]2)=[O:25])[n:5][c:6]2[n:7]1[n:8][c:9]([CH3:11])[cH:10]2.[ClH:26].[NH:27]1[CH2:28][CH2:29][CH:30]([NH:33][C:34]([CH3:35])=[O:36])[CH2:31][CH2:32]1.[O:46]=[CH:47][N:48]([CH3:49])[CH3:50]>>[c:2]1([N:27]2[CH2:28][CH2:29][CH:30]([NH:33][C:34]([CH3:35])=[O:36])[CH2:31][CH2:32]2)[cH:3][c:4]([NH:12][C:13]([c:14]2[cH:15][cH:16][c:17]([O:20][C:21]([F:22])([F:23])[F:24])[cH:18][cH:19]2)=[O:25])[n:5][c:6]2[n:7]1[n:8][c:9]([CH3:11])[cH:10]2. Starting materials: IC1=C(N=C2N1C=CC(=C2)C(F)(F)F)C (3-iodo-2-methyl-7-(trifluoromethyl)imidazo[1,2-a]pyridine), FC=1C=CC\2=C(OCC3=C(/C2=C(\C#N)/C)C=CC(=C3)C=O)C1 ((E)-2-(3-fluoro-8-formyldibenzo[b,e]oxepin-11(6H)-ylidene)propanenitrile). Product: FC=1C=CC\2=C(OCC3=C(/C2=C(\C#N)/C)C=CC(=C3)C(C3=C(N=C2N3C=CC(=C2)C(F)(F)F)C)O)C1 ((E)-2-(3-fluoro-8-{hydroxy[2-methyl-7-(trifluoromethyl)imidazo[1,2-a]pyridin-3-yl]methyl}dibenzo[b,e]oxepin-11(6H)-ylidene)propanenitrile). Yield: 99.5%. As a reaction SMILES: I[C:2]1[N:6]2[CH:7]=[CH:8][C:9]([C:11]([F:14])([F:13])[F:12])=[CH:10][C:5]2=[N:4][C:3]=1[CH3:15].[F:16][C:17]1[CH:18]=[CH:19][C:20]2=[C:21]([CH:37]=1)[O:22][CH2:23][C:24]1[CH:34]=[C:33]([CH:35]=[O:36])[CH:32]=[CH:31][C:25]=1/[C:26]/2=[C:27](/[CH3:30])\[C:28]#[N:29]>>[F:16][C:17]1[CH:18]=[CH:19][C:20]2=[C:21]([CH:37]=1)[O:22][CH2:23][C:24]1[CH:34]=[C:33]([CH:35]([OH:36])[C:2]3[N:6]4[CH:7]=[CH:8][C:9]([C:11]([F:14])([F:13])[F:12])=[CH:10][C:5]4=[N:4][C:3]=3[CH3:15])[CH:32]=[CH:31][C:25]=1/[C:26]/2=[C:27](/[CH3:30])\[C:28]#[N:29]. Procedure details: [step 3] Using 3-iodo-2-methyl-7-(trifluoromethyl)imidazo[1,2-a]pyridine (730 mg, 2.24 mmol) obtained in step 2 and (E)-2-(3-fluoro-8-formyldibenzo[b,e]oxepin-11(6H)-ylidene)propanenitrile (328 mg, 1.12 mmol) obtained in Reference Example 5, and in the same manner as in Reference Example 8F, step 4, (E)-2-(3-fluoro-8-{hydroxy[2-methyl-7-(trifluoromethyl)imidazo[1,2-a]pyridin-3-yl]methyl}dibenzo[b,e]oxepin-11(6H)-ylidene)propanenitrile (550 mg, 99%) was obtained. Yields the product ClC=1C=C(C=CC1Cl)C(C(O)C1=CC=NN1C1=CC=CC=C1)CCN1CCC(CC1)(C1=CC=CC=C1)NC(C)=O (5-[(1RS,2RS)-2-(3,4-Dichlorophenyl)-1-hydroxy-4-(4-acetamido-4-phenylpiperidino)butyl]-1-phenylpyrazole). Reported procedure: 5-[(1RS,2RS)-1-Acetoxy-2-(3,4-dichlorophenyl)-4-(4-acetamido-4-phenylpiperidino)butyl]-1-phenylpyrazole. Using a procedure similar to that described in Example 7, except using 4-acetamido-4-phenylpiperidine as the amine component and 5-[(1RS,2RS)-1-acetoxy-2-(3,4-dichlorophenyl)-4-oxobutyl]-1-phenylpyrazole as the aldehyde component, the title compound was obtained as a white foam (65%; NMR: 7.58 (d,1), 7.48-7.21 (m,11), 7.09 (d,1), 6.81 (dd,1), 6.22 (d,1), 6.09 (d,1), 5.39 (s,1), 3.06 (m,1), 2.... As a reaction SMILES: C([O:4][CH:5]([C:33]1[N:37]([C:38]2[CH:43]=[CH:42][CH:41]=[CH:40][CH:39]=2)[N:36]=[CH:35][CH:34]=1)[CH:6]([C:25]1[CH:30]=[CH:29][C:28]([Cl:31])=[C:27]([Cl:32])[CH:26]=1)[CH2:7][CH2:8][N:9]1[CH2:14][CH2:13][C:12]([NH:21][C:22](=[O:24])[CH3:23])([C:15]2[CH:20]=[CH:19][CH:18]=[CH:17][CH:16]=2)[CH2:11][CH2:10]1)(=O)C.C(NC1(C2C=CC=CC=2)CCNCC1)(=O)C.C(OC(C1N(C2C=CC=CC=2)N=CC=1)C(C1C=CC(Cl)=C(Cl)C=1)CC=O)(=O)C>>[Cl:32][C:27]1[CH:26]=[C:25]([CH:6]([CH2:7][CH2:8][N:9]2[CH2:14][CH2:13][C:12]([NH:21][C:22](=[O:24])[CH3:23])([C:15]3[CH:16]=[CH:17][CH:18]=[CH:19][CH:20]=3)[CH2:11][CH2:10]2)[CH:5]([C:33]2[N:37]([C:38]3[CH:43]=[CH:42][CH:41]=[CH:40][CH:39]=3)[N:36]=[CH:35][CH:34]=2)[OH:4])[CH:30]=[CH:29][C:28]=1[Cl:31]. Reactants: C(C)(=O)OC(C(CCN1CCC(CC1)(C1=CC=CC=C1)NC(C)=O)C1=CC(=C(C=C1)Cl)Cl)C1=CC=NN1C1=CC=CC=C1 (5-[(1RS,2RS)-1-Acetoxy-2-(3,4-dichlorophenyl)-4-(4-acetamido-4-phenylpiperidino)butyl]-1-phenylpyrazole), C(C)(=O)OC(C(CC=O)C1=CC(=C(C=C1)Cl)Cl)C1=CC=NN1C1=CC=CC=C1 (5-[(1RS,2RS)-1-acetoxy-2-(3,4-dichlorophenyl)-4-oxobutyl]-1-phenylpyrazole), aldehyde, C(C)(=O)NC1(CCNCC1)C1=CC=CC=C1 (4-acetamido-4-phenylpiperidine), amine. The reactants are compound, C[Si](CCO)(C)C (2-trimethylsilylethanol), FC1=CC=C(O[C@H](C(=O)O)CC2=CC=C(C=C2)O)C=C1 ((S)-2-(4-fluorophenoxy)-3-(4-hydroxyphenyl)propionic acid), C(C(=O)Cl)(=O)Cl (oxalyl chloride). Yields the product FC1=CC=C(O[C@H](C(=O)OCC[Si](C)(C)C)CC2=CC=C(C=C2)O)C=C1 (2-Trimethylsilylethyl (S)-2-(4-fluorophenoxy)-3-(4-hydroxyphenyl)propionate). Reaction SMILES: [F:1][C:2]1[CH:20]=[CH:19][C:5]([O:6][C@@H:7]([CH2:11][C:12]2[CH:17]=[CH:16][C:15]([OH:18])=[CH:14][CH:13]=2)[C:8]([OH:10])=[O:9])=[CH:4][CH:3]=1.C(Cl)(=O)C(Cl)=O.[CH3:27][Si:28]([CH3:33])([CH3:32])[CH2:29][CH2:30]O>>[F:1][C:2]1[CH:20]=[CH:19][C:5]([O:6][C@@H:7]([CH2:11][C:12]2[CH:17]=[CH:16][C:15]([OH:18])=[CH:14][CH:13]=2)[C:8]([O:10][CH2:30][CH2:29][Si:28]([CH3:33])([CH3:32])[CH3:27])=[O:9])=[CH:4][CH:3]=1. Reported procedure: The target compound (1.81 g) was obtained as colorless crystals by carrying out the reaction and the post-treatment according to Reference example 20(e) using the above carboxylic acid (2.30 g), oxalyl chloride (1.80 ml) and 2-trimethylsilylethanol (15.96 ml). Reactants: N1=C(C=CC=C1)N1CCOCC1 (4-pyridin-2-yl-morpholine), CN(CCO)C (2-dimethylaminoethanol), [Li]CCCC (n-BuLi), C(CCC)[Sn](CCCC)(CCCC)Cl (tributyl tin chloride). Run in CCCCCC (hexane), O (water), CCCCCC (hexane). Conditions: temperature 2.5 celsius, time 30 minute. Product: C(CCC)[Sn](C1=CC=CC(=N1)N1CCOCC1)(CCCC)CCCC (4-(6-Tributylstannanyl-pyridin-2-yl)-morpholine). Isolated yield 7.3%. As a reaction SMILES: CN(C)CCO.[Li]CCCC.[N:12]1[CH:17]=[CH:16][CH:15]=[CH:14][C:13]=1[N:18]1[CH2:23][CH2:22][O:21][CH2:20][CH2:19]1.[CH2:24]([Sn:28](Cl)([CH2:33][CH2:34][CH2:35][CH3:36])[CH2:29][CH2:30][CH2:31][CH3:32])[CH2:25][CH2:26][CH3:27]>CCCCCC.O>[CH2:33]([Sn:28]([CH2:24][CH2:25][CH2:26][CH3:27])([CH2:29][CH2:30][CH2:31][CH3:32])[C:17]1[N:12]=[C:13]([N:18]2[CH2:19][CH2:20][O:21][CH2:22][CH2:23]2)[CH:14]=[CH:15][CH:16]=1)[CH2:34][CH2:35][CH3:36]. Reported procedure: To a solution of 2-dimethylaminoethanol (0.46 mL, 4.56 mmol) in hexane (7.0 mL, HPLC grade) cooled at −5° C. was added drop wise n-BuLi (1.60 M, 5.70 mL, 9.12 mmol) under nitrogen atmosphere. After 30 min at 0° C., 4-pyridin-2-yl-morpholine (0.25 g, 1.52 mmol) in hexane (2.0 mL) was added drop wise. After stirring the reaction mixture for 1 h at 0-5° C., the reaction medium was cooled to −78° C. followed by drop wise addition of tributyl tin chloride (1.03 mL, 3.70 mmol). The resulting reaction ... The reactants are C(C)(=O)OCC (ethyl acetate), ClC(=O)OC (methyl chloroformate), C[Si](OC1C2CC[C@@H]([C@]2(CCC1)C)[C@@H](C=CC(O)[C@@]1(C(O[C@H](O1)C(C)(C)C)=O)C)C)(C)C ((5R,2S)-5-{(4R)-4-[(1R, 7aR)-octahydro-4-trimethylsilyloxy-7a-methyl-1H-inden-1-y l]-1-hydroxy-2-penten-1-yl}-5-methyl-2-t-butyl-1,3-dioxolan-4-one), C(C)(=O)OCC (ethyl acetate), O (water). The reagents and catalysts are CN(C1=CC=NC=C1)C (4-dimethylaminopyridine). Run in ClCCl (dichloromethane). The product is C[Si](OC1C2CC[C@@H]([C@]2(CCC1)C)[C@@H](C=CC(OC(=O)OC)[C@@]1(C(O[C@H](O1)C(C)(C)C)=O)C)C)(C)C ((5R,2S)-5-{(4R)-4-[(1R,7aR)-octahydro-4-trimethylsilyloxy-7a-methyl-1H-inden-1-yl]-1-methoxycarbonyloxy-2-penten-1-yl}-5-methyl-2-t-butyl-1,3-dioxolan-4-one). As a reaction SMILES: [CH3:1][Si:2]([CH3:32])([CH3:31])[O:3][CH:4]1[CH2:12][CH2:11][CH2:10][C@@:9]2([CH3:13])[CH:5]1[CH2:6][CH2:7][C@@H:8]2[C@H:14]([CH3:30])[CH:15]=[CH:16][CH:17]([C@@:19]1([CH3:29])[O:23][C@H:22]([C:24]([CH3:27])([CH3:26])[CH3:25])[O:21][C:20]1=[O:28])[OH:18].Cl[C:34]([O:36][CH3:37])=[O:35].C(OCC)(=O)C.O>CN(C)C1C=CN=CC=1.ClCCl>[CH3:32][Si:2]([CH3:1])([CH3:31])[O:3][CH:4]1[CH2:12][CH2:11][CH2:10][C@@:9]2([CH3:13])[CH:5]1[CH2:6][CH2:7][C@@H:8]2[C@H:14]([CH3:30])[CH:15]=[CH:16][CH:17]([C@@:19]1([CH3:29])[O:23][C@H:22]([C:24]([CH3:26])([CH3:25])[CH3:27])[O:21][C:20]1=[O:28])[O:18][C:34]([O:36][CH3:37])=[O:35]. Procedure: A 1.24 g amount of (5R,2S)-5-{(4R)-4-[(1R, 7aR)-octahydro-4-trimethylsilyloxy-7a-methyl-1H-inden-1-y l]-1-hydroxy-2-penten-1-yl}-5-methyl-2-t-butyl-1,3-dioxolan-4-one and 1.0 g of 4-dimethylaminopyridine were dissolved in 15 ml of dichloromethane in a 50 ml eggplant-shaped flask. The solution was stirred under ice-cooling while slowly adding 315 μl of methyl chloroformate, then was stirred at the same temperature for 15 minutes and at room temperature for 1.5 hours. A 100 ml amount of ethyl acet... Starting materials: 2C, C1(CC1)CCN1C(C(C2=CC=CC=C12)(C1=CC2=C(OCO2)C=C1O)O)=O (1-(2-cyclopropylethyl)-3-hydroxy-3-(6-hydroxy-1,3-benzodioxol-5-yl)-1,3-dihydro-2H-indol-2-one), ClC1=C2C(C(N(C2=CC=C1)CC(=O)OCC)=O)(C=1C(=CC2=C(CCO2)C1)O)O (ethyl [4-chloro-3-hydroxy-3-(6-hydroxy-2,3-dihydro-1-benzofuran-5-yl)-2-oxo-2,3-dihydro-1H-indol-1-yl]acetate). Product: ClC1=C2C(C(N(C2=CC=C1)CC(=O)OCC)=O)C=1C(=CC2=C(CCO2)C1)O (ethyl [4-chloro-3-(6-hydroxy-2,3-dihydro-1-benzofuran-5-yl)-2-oxo-2,3-dihydro-1H-indol-1-yl]acetate). RXN SMILES: C1(CCN2C3C(=CC=CC=3)C(O)(C3C(O)=CC4OCOC=4C=3)C2=O)CC1.[Cl:27][C:28]1[CH:36]=[CH:35][CH:34]=[C:33]2[C:29]=1[C:30](O)([C:44]1[C:45]([OH:53])=[CH:46][C:47]3[O:51][CH2:50][CH2:49][C:48]=3[CH:52]=1)[C:31](=[O:43])[N:32]2[CH2:37][C:38]([O:40][CH2:41][CH3:42])=[O:39]>>[Cl:27][C:28]1[CH:36]=[CH:35][CH:34]=[C:33]2[C:29]=1[CH:30]([C:44]1[C:45]([OH:53])=[CH:46][C:47]3[O:51][CH2:50][CH2:49][C:48]=3[CH:52]=1)[C:31](=[O:43])[N:32]2[CH2:37][C:38]([O:40][CH2:41][CH3:42])=[O:39]. Procedure: Following the procedure as described in PREPARATION 2C, and making non-critical variations to replace 1-(2-cyclopropylethyl)-3-hydroxy-3-(6-hydroxy-1,3-benzodioxol-5-yl)-1,3-dihydro-2H-indol-2-one with ethyl [4-chloro-3-hydroxy-3-(6-hydroxy-2,3-dihydro-1-benzofuran-5-yl)-2-oxo-2,3-dihydro-1H-indol-1-yl]acetate, the title compound was obtained (75%) as a white solid: 1H NMR (300 MHz, CDCl3) δ 7.33-7.27 (m, 2H), 7.12 (d, 1H), 6.71 (d, 1H), 6.50-6.48 (m, 1H), 5.10 (s, 1H), 4.54-4.42 (m, 4H), 4.19 (... RXN SMILES: [CH3:16][CH:17]([C:18](=[O:19])[O-:20])[OH:21].[OH2:22].[OH:1][c:2]1[c:3]([CH2:9][CH2:10][NH:11][CH2:12][C:13](=[O:14])[OH:15])[cH:4][cH:5][c:6]([OH:8])[cH:7]1>>[OH:1][c:2]1[c:3]([CH2:9][CH:10]=[N:11][CH2:12][C:13](=[O:14])[OH:15])[cH:4][cH:5][c:6]([OH:8])[cH:7]1. Starting materials: CC(O)C(=O)[O-], O, O=C(O)CNCCc1ccc(O)cc1O. The product is O=C(O)CN=CCc1ccc(O)cc1O. Reactants: ClCCl, O=Cc1c(F)cc(O)cc1F, O=C(Cl)N1CCOCC1, O, c1ccncc1. Product: O=Cc1c(F)cc(OC(=O)N2CCOCC2)cc1F. RXN SMILES: [Cl:27][CH2:28][Cl:29].[F:1][c:2]1[c:3]([CH:4]=[O:5])[c:6]([F:11])[cH:7][c:8]([OH:10])[cH:9]1.[O:18]1[CH2:19][CH2:20][N:21]([C:24](=[O:25])[Cl:26])[CH2:22][CH2:23]1.[OH2:30].[cH:12]1[cH:13][cH:14][n:15][cH:16][cH:17]1>>[F:1][c:2]1[c:3]([CH:4]=[O:5])[c:6]([F:11])[cH:7][c:8]([O:10][C:24]([N:21]2[CH2:20][CH2:19][O:18][CH2:23][CH2:22]2)=[O:25])[cH:9]1. Starting materials: NCC(=O)N(CC(N1CCCC1)=O)C1=CC=CC=C1 (2-amino-N-phenyl-N-[2-oxo-2-(1-pyrrolidinyl)ethyl]acetamide), CC=1C=C(C=CC1)N=C=O (3-methylphenyl isocyanate). Product: CC=1C=C(C=CC1)NC(NCC(=O)N(CC(N1CCCC1)=O)C1=CC=CC=C1)=O (2-[3-(3-methylphenyl)ureido]-N-phenyl-N-[2-oxo-2-(1-pyrrolidinyl) ethyl)acetamide). Yield: 52.1%. RXN SMILES: [NH2:1][CH2:2][C:3]([N:5]([C:14]1[CH:19]=[CH:18][CH:17]=[CH:16][CH:15]=1)[CH2:6][C:7](=[O:13])[N:8]1[CH2:12][CH2:11][CH2:10][CH2:9]1)=[O:4].[CH3:20][C:21]1[CH:22]=[C:23]([N:27]=[C:28]=[O:29])[CH:24]=[CH:25][CH:26]=1>>[CH3:20][C:21]1[CH:22]=[C:23]([NH:27][C:28](=[O:29])[NH:1][CH2:2][C:3]([N:5]([C:14]2[CH:19]=[CH:18][CH:17]=[CH:16][CH:15]=2)[CH2:6][C:7](=[O:13])[N:8]2[CH2:9][CH2:10][CH2:11][CH2:12]2)=[O:4])[CH:24]=[CH:25][CH:26]=1. Procedure details: Working in a manner similar to that described in Example 1, but starting with 2-amino-N-phenyl-N-[2-oxo-2-(1-pyrrolidinyl)ethyl]acetamide (0.7 g) and 3-methylphenyl isocyanate (0.36 g), and after recrystallization in acetonitrile, 2-[3-(3-methylphenyl)ureido]-N-phenyl-N-[2-oxo-2-(1-pyrrolidinyl) ethyl)acetamide (0.55 g), m.p. 206° C., is obtained.